From a dataset of the Open Reaction Database (ORD), a public repository of structured organic reaction records. describe an organic reaction: reactants, conditions, products, and yield Starting materials: ice water, C(C1=CC=C(C=C1)OC)OC[C@@H]1CC[C@H](CC1)C1=CC=C(C(=O)Cl)C=C1 (p-[trans-4-(p-anisyloxymethyl)-cyclohexyl]benzoyl chloride), ClC(C)Cl (dichloroethane), [Cl-].[Al+3].[Cl-].[Cl-] (aluminium chloride), C#C (acetylene), Cl (hydrochloric acid). Run at time 10 minute. The product is C(C1=CC=C(C=C1)OC)OC[C@@H]1CC[C@H](CC1)C1=CC=C(C=C1)C(C=CCl)=O (trans-4-(p-anisyloxymethyl)-1-[p-(3-chloroacryloyl)phenyl]cyclohexane). Reaction SMILES: [CH2:1]([O:10][CH2:11][C@H:12]1[CH2:17][CH2:16][C@H:15]([C:18]2[CH:26]=[CH:25][C:21]([C:22](Cl)=[O:23])=[CH:20][CH:19]=2)[CH2:14][CH2:13]1)[C:2]1[CH:7]=[CH:6][C:5]([O:8][CH3:9])=[CH:4][CH:3]=1.[Cl-].[Al+3].[Cl-].[Cl-].C#C.Cl.[Cl:34][CH:35](Cl)[CH3:36]>>[CH2:1]([O:10][CH2:11][C@H:12]1[CH2:17][CH2:16][C@H:15]([C:18]2[CH:19]=[CH:20][C:21]([C:22](=[O:23])[CH:36]=[CH:35][Cl:34])=[CH:25][CH:26]=2)[CH2:14][CH2:13]1)[C:2]1[CH:3]=[CH:4][C:5]([O:8][CH3:9])=[CH:6][CH:7]=1 |f:1.2.3.4|. Reported procedure: A solution of 16.3 g of p-[trans-4-(p-anisyloxymethyl)-cyclohexyl]benzoyl chloride in 50 ml of dichloroethane is cooled to 7° C. and treated portionwise under nitrogen within 5 minutes with 6.4 g of powdered aluminium chloride. A weak stream of acetylene gas is then conducted through the reaction mixture at 45° C. for 17 hours. The reaction mixture is subsequently poured into 100 ml of ice-water, treated with 50 ml of 3N hydrochloric acid and stirred for 10 minutes. The mixture is extracted with...